From a dataset of the Open Reaction Database (ORD), a public repository of structured organic reaction records. describe an organic reaction: reactants, conditions, products, and yield Reactants: FC[C@H](C=C)OCC(=NO)C1=C(C=CC=C1)F ((S)-2-((1-fluorobut-3-en-2-yl)oxy)-1-(2-fluorophenyl)ethanone oxime), C1(O)=CC=C(O)C=C1 (hydroquinone). The solvent is xylenes. Reaction conditions: temperature 145 celsius. The product is FC[C@H]1OC[C@@]2(NOC[C@@H]21)C2=C(C=CC=C2)F ((3aR,4S,6aS)-4-(fluoromethyl)-6a-(2-fluorophenyl)hexahydrofuro[3,4-c]isoxazole). Yield: 74.9%. Reaction SMILES: [F:1][CH2:2][C@@H:3]([O:6][CH2:7][C:8]([C:11]1[CH:16]=[CH:15][CH:14]=[CH:13][C:12]=1[F:17])=[N:9][OH:10])[CH:4]=[CH2:5].C1(C=CC(O)=CC=1)O>>[F:1][CH2:2][C@@H:3]1[C@@H:4]2[C@@:8]([C:11]3[CH:16]=[CH:15][CH:14]=[CH:13][C:12]=3[F:17])([NH:9][O:10][CH2:5]2)[CH2:7][O:6]1. Procedure details: (S)-2-((1-fluorobut-3-en-2-yl)oxy)-1-(2-fluorophenyl)ethanone oxime (67.5 g, 279.81 mmol) was dissolved in xylenes (560 mL) and hydroquinone (5.54 g, 50.36 mmol) was added. The reaction mixture was heated to reflux (heating block temperature 145° C.) for 5 hrs. The reaction was cooled to RT and the solvent was evaporated. The residue was purified by column chromatography on amino silica (30% EtOAc in hexanes) to obtain the title compound as a yellow oil (50.53 g, 75%). 1H NMR (400 MHz, CDCl3) δ ... Starting materials: BrC1=CC=2N(C=C1)N=C(C2)C2=C(C=CC=C2)F (5-bromo-2-(2-fluorophenyl)pyrazolo[1,5-a]pyridine), C(=O)C=1C=C(C=CC1)B(O)O (3-formylphenylboronic acid), C([O-])([O-])=O.[Cs+].[Cs+] (caesium carbonate), O1CCCC1 (tetrahydrofuran). Reagents/catalysts: C1=CC=C(C=C1)P([C-]2C=CC=C2)C3=CC=CC=C3.C1=CC=C(C=C1)P([C-]2C=CC=C2)C3=CC=CC=C3.Cl[Pd]Cl.[Fe+2] ([1,1′-bis(diphenylphosphino)ferrocene]dichloropalladium(II)). The solvent is C(C)(=O)OCC (ethyl acetate), O (water). The product is FC1=C(C=CC=C1)C1=NN2C(C=C(C=C2)C=2C=C(C=O)C=CC2)=C1 (3-[2-(2-Fluorophenyl)pyrazolo[1,5-a]pyridin-5-yl]benzaldehyde). Yield: 79.0%. Reaction SMILES: Br[C:2]1[CH:7]=[CH:6][N:5]2[N:8]=[C:9]([C:11]3[CH:16]=[CH:15][CH:14]=[CH:13][C:12]=3[F:17])[CH:10]=[C:4]2[CH:3]=1.[CH:18]([C:20]1[CH:21]=[C:22](B(O)O)[CH:23]=[CH:24][CH:25]=1)=[O:19].C(=O)([O-])[O-].[Cs+].[Cs+].O1CCCC1>C(OCC)(=O)C.C1C=CC(P(C2C=CC=CC=2)[C-]2C=CC=C2)=CC=1.C1C=CC(P(C2C=CC=CC=2)[C-]2C=CC=C2)=CC=1.Cl[Pd]Cl.[Fe+2].O>[F:17][C:12]1[CH:13]=[CH:14][CH:15]=[CH:16][C:11]=1[C:9]1[CH:10]=[C:4]2[CH:3]=[C:2]([C:24]3[CH:25]=[C:20]([CH:21]=[CH:22][CH:23]=3)[CH:18]=[O:19])[CH:7]=[CH:6][N:5]2[N:8]=1 |f:2.3.4,7.8.9.10|. Procedure details: The procedure described in stage 2.4 is followed, starting with 0.150 g (0.52 mmol) of 5-bromo-2-(2-fluorophenyl)pyrazolo[1,5-a]pyridine obtained in stage 7.1, 0.092 g (0.61 mmol) of 3-formylphenylboronic acid, 0.502 g (1.54 mmol) of caesium carbonate and 0.042 g (0.050 mmol) of [1,1′-bis(diphenylphosphino)ferrocene]dichloropalladium(II) in 5 ml of a 9/1 mixture of tetrahydrofuran and water. After chromatography on silica gel, elution being carried out with a mixture of cyclohexane and ethyl ace... Starting materials: Cl.NCC(=O)C1=CC=C(C=C1)C(F)(F)F (2-amino-1-[4-(trifluoromethyl)phenyl]ethanone, hydrochloride), [OH-].[Na+] (sodium hydroxide), FC=1C=C2C(C(NC2=CC1)=O)=O (5-fluoroisatin). Run in C(C)O (ethanol), O (water), O (water), O (water). Product: NC=1C(=NC2=CC=C(C=C2C1C(=O)O)F)C1=CC=C(C=C1)C(F)(F)F (3-Amino-6-fluoro-2-[4-(trifluoromethyl)phenyl]-4-quinolinecarboxylic acid). Isolated yield 68.9%. Reaction SMILES: [F:1][C:2]1[CH:3]=[C:4]2[C:8](=[CH:9][CH:10]=1)[NH:7][C:6](=[O:11])[C:5]2=O.[OH-:13].[Na+].Cl.[NH2:16][CH2:17][C:18]([C:20]1[CH:25]=[CH:24][C:23]([C:26]([F:29])([F:28])[F:27])=[CH:22][CH:21]=1)=O>O.C(O)C>[NH2:16][C:17]1[C:18]([C:20]2[CH:25]=[CH:24][C:23]([C:26]([F:27])([F:28])[F:29])=[CH:22][CH:21]=2)=[N:7][C:8]2[C:4]([C:5]=1[C:6]([OH:11])=[O:13])=[CH:3][C:2]([F:1])=[CH:10][CH:9]=2 |f:1.2,3.4|. Reported procedure: To a stirred suspension of 4.13 g of 5-fluoroisatin in 36 ml of water was added a solution of 5.62 g of sodium hydroxide in 20 ml of water. The stirred solution was heated to 80°-90° C. and a solution of 8.42 g of 2-amino-1-[4-(trifluoromethyl)phenyl]ethanone, hydrochloride in 61 ml of ethanol and 61 ml of water was added dropwise over 1.5 hours. When addition was complete, the mixture was refluxed for 20 minutes, then the ethanol was distilled off. The mixture was cooled in an ice bath, then fi... Starting materials: C(=O)(OC(C)(C)C)N[C@@H](CC1=CC=CC=C1)[C@@H]1CCC(O1)=O (5(S)-[1(S)-(Boc-amino)-2-phenylethyl]dihydrofuran-2-(3H)-one), C(CC)(=O)O (propionic acid), CN1CCCN(C1=O)C (DMPU), COC1=C(CBr)C=CC(=C1)OC (2,4-dimethoxybenzyl bromide), solution, lithium bis(trimetlhylsilyl)amide, C(CC(O)(C(=O)O)CC(=O)O)(=O)O (citric acid). Solvent: C(C)(=O)OCC (ethyl acetate), O (water), C1CCOC1 (THF), C1(=CC=CC=C1)C (toluene), C1CCOC1 (THF). Reaction conditions: time 15 minute. Product: C(=O)(OC(C)(C)C)N[C@@H](CC1=CC=CC=C1)[C@@H]1C[C@H](C(O1)=O)CC1=C(C=C(C=C1)OC)OC (5(S)-[1(S)-(Boc-Amino)-2-phenylethyl]-3(R)-[(2,4-dimethoxyphenyl)methyl]-dihydrofuran-2-(3H)-one). RXN SMILES: [C:1]([NH:8][C@H:9]([C@H:17]1[O:21][C:20](=[O:22])[CH2:19][CH2:18]1)[CH2:10][C:11]1[CH:16]=[CH:15][CH:14]=[CH:13][CH:12]=1)([O:3][C:4]([CH3:7])([CH3:6])[CH3:5])=[O:2].CN1C(=O)N(C)CCC1.[CH3:32][O:33][C:34]1[CH:41]=[C:40]([O:42][CH3:43])[CH:39]=[CH:38][C:35]=1[CH2:36]Br.C(O)(=O)CC.C(O)(=O)CC(CC(O)=O)(C(O)=O)O>C1COCC1.C(OCC)(=O)C.O.C1(C)C=CC=CC=1>[C:1]([NH:8][C@H:9]([C@H:17]1[O:21][C:20](=[O:22])[C@H:19]([CH2:36][C:35]2[CH:38]=[CH:39][C:40]([O:42][CH3:43])=[CH:41][C:34]=2[O:33][CH3:32])[CH2:18]1)[CH2:10][C:11]1[CH:16]=[CH:15][CH:14]=[CH:13][CH:12]=1)([O:3][C:4]([CH3:6])([CH3:7])[CH3:5])=[O:2]. Reported procedure: A solution of 3.57 g (11.7 mmol) of 5(S)-[1(S)-(Boc-amino)-2-phenylethyl]dihydrofuran-2-(3H)-one [Example 2b)] in 12 ml of abs. THF and 2.35 ml of DMPU (1.65 equivalents) is cooled down to -75° C., under argon, and is treated dropwise, at an internal temperature of less than -70° C. and over a period of 30 min, with 22.9 ml (1.96 equivalents) of a 1 M solution of lithium bis(trimetlhylsilyl)amide in THF (Aldrich, Steinheim, FRG). After a further 15 min, 25 ml of a toluene solution containing app... Reactants: CC(C)(C)OC(=O)N1CCN(C(=O)CCc2c[nH]c3c2C(=O)CCC3)CC1, ClCCl, O=C(O)C(F)(F)F. Product: O=C1CCCc2[nH]cc(CCC(=O)N3CCNCC3)c21. Reaction SMILES: [C:1]([O:2][C:3](=[O:4])[N:8]1[CH2:9][CH2:10][N:11]([C:14]([CH2:15][CH2:16][c:17]2[cH:18][nH:19][c:20]3[c:25]2[C:24](=[O:26])[CH2:23][CH2:22][CH2:21]3)=[O:27])[CH2:12][CH2:13]1)([CH3:5])([CH3:6])[CH3:7].[Cl:35][CH2:36][Cl:37].[OH:28][C:29]([C:30]([F:31])([F:32])[F:33])=[O:34]>>[NH:8]1[CH2:9][CH2:10][N:11]([C:14]([CH2:15][CH2:16][c:17]2[cH:18][nH:19][c:20]3[c:25]2[C:24](=[O:26])[CH2:23][CH2:22][CH2:21]3)=[O:27])[CH2:12][CH2:13]1.